Dataset: the Open Reaction Database (ORD), a public repository of structured organic reaction records. Task: describe an organic reaction: reactants, conditions, products, and yield The reactants are C(C)(C)(C)OC(=O)NCCS (N-(t-Butyloxycarbonyl)-2-aminoethanethiol), C(Cl)C1CO1 (epichlorohydrin), C([O-])([O-])=O.[K+].[K+] (potassium carbonate). The solvent is C(C)O (ethanol). Product: C(C)(C)(C)OC(=O)NCCSCC(CCl)O ((2-(t-Butyloxycarbonyl-amino)-ethyl) -(3-chloro-2-hydroxypropyl)-thioether). The yield is 102.3%. RXN SMILES: [C:1]([O:5][C:6]([NH:8][CH2:9][CH2:10][SH:11])=[O:7])([CH3:4])([CH3:3])[CH3:2].[CH2:12]([CH:14]1[O:16][CH2:15]1)[Cl:13].C(=O)([O-])[O-].[K+].[K+]>C(O)C>[C:1]([O:5][C:6]([NH:8][CH2:9][CH2:10][S:11][CH2:15][CH:14]([OH:16])[CH2:12][Cl:13])=[O:7])([CH3:4])([CH3:3])[CH3:2] |f:2.3.4|. Procedure details: N-(t-butyloxycarbonyl)-aminoethanethiol (40 g, 225 mmole) from Example 2, and epichlorohydrin (35.4 g, 383 mmole) in 300 mL of ethanol were cooled to 0° C. and treated with potassium carbonate (35.4 g). The reaction was warmed to room temperature over 90 minutes and filtered through celite. The volatiles were removed under reduced pressure to give a clear oil (62.09 g, 100% yield) D.C.I.M.S. 270(M+H). The reactants are C1COCCO1, CO, Cl, O=C(O)Cc1cc(=O)[nH][nH]c1=O. Product: COC(=O)Cc1cc(=O)[nH][nH]c1=O. Reaction SMILES: [CH2:16]1[O:17][CH2:18][CH2:19][O:20][CH2:21]1.[CH3:13][OH:14].[ClH:15].[O:1]=[c:2]1[nH:3][nH:4][c:5](=[O:12])[cH:6][c:7]1[CH2:8][C:9](=[O:10])[OH:11]>>[O:1]=[c:2]1[nH:3][nH:4][c:5](=[O:12])[cH:6][c:7]1[CH2:8][C:9](=[O:10])[O:11][CH3:13]. Solvent: CO.COCCOC.O (methanol DME water). Product: CC1(C=2C=CC(=CC2C(CC1)(C)C)NC(=O)C1=CC=C(C=CC(=O)O)C=C1)C (4-[(5,6,7,8-Tetrahydro-5,5,8,8-tetramethyl-2-naphthyl)carbamoyl]cinnamic acid). Reaction SMILES: [CH3:1][C:2]1([CH3:30])[CH2:11][CH2:10][C:9]([CH3:13])([CH3:12])[C:8]2[CH:7]=[C:6]([NH:14][C:15]([C:17]3[CH:29]=[CH:28][C:20]([CH:21]=[CH:22][C:23]([O:25]CC)=[O:24])=[CH:19][CH:18]=3)=[O:16])[CH:5]=[CH:4][C:3]1=2.O.[OH-].[Li+].Cl>CO.COCCOC.O>[CH3:1][C:2]1([CH3:30])[CH2:11][CH2:10][C:9]([CH3:12])([CH3:13])[C:8]2[CH:7]=[C:6]([NH:14][C:15]([C:17]3[CH:18]=[CH:19][C:20]([CH:21]=[CH:22][C:23]([OH:25])=[O:24])=[CH:28][CH:29]=3)=[O:16])[CH:5]=[CH:4][C:3]1=2 |f:1.2.3,5.6.7|. The reactants are O.[OH-].[Li+] (lithium hydroxide monohydrate), CC1(C=2C=CC(=CC2C(CC1)(C)C)NC(=O)C1=CC=C(C=CC(=O)OCC)C=C1)C (ethyl 4-[(5,6,7,8-tetrahydro-5,5,8,8-tetramethyl-2-naphthyl)carbamoyl]cinnamate), Cl (hydrochloric acid). Procedure: The above ester (109 mg, 0.269 mmol) was dissolved in methanol-DME-water (3:2:1, 4.2 ml), the solution was added with lithium hydroxide monohydrate (LiOH.H2O, 15 mg, 0.357 mmol), and the mixture was refluxed by heating for 1 hour. The mixture was cooled on ice, and then added with aqueous hydrochloric acid (1 N, 0.36 ml, 0.36 mmol), and the mixture was extracted with ethyl acetate. The organic layer was washed with water, and dried over anhydrous sodium sulfate, and then the solvent was evaporat... The yield is 94.5%. The reactants are COC=1C=C(C=CC1OC)CC#N (3,4-dimethoxyphenylacetonitrile), ClC1=CC=NC2=CC=CC=C12 (4-chloroquinoline), COC=1C=C2C(=CC=NC2=CC1OC)Cl (6,7-dimethoxy-4-chloroquinoline), [NH2-].[Na+] (sodium amide), N (ammonia). Product: C(C1=CC(OC)=C(OC)C=C1)C1=CC=NC2=CC=CC=C12 (4-veratrylquinoline), COC=1C=C2C(=CC=NC2=CC1OC)CC1=CC(OC)=C(OC)C=C1 (6,7-dimethoxy-4-veratrylquinoline). RXN SMILES: [NH2-].[Na+].N.[CH3:4][O:5][C:6]1[CH:7]=[C:8]([CH2:14][C:15]#N)[CH:9]=[CH:10][C:11]=1[O:12][CH3:13].ClC1[C:27]2[C:22](=[CH:23][CH:24]=[CH:25][CH:26]=2)[N:21]=[CH:20][CH:19]=1.[CH3:28][O:29][C:30]1[CH:31]=[C:32]2[C:37](=[CH:38][C:39]=1[O:40][CH3:41])[N:36]=[CH:35][CH:34]=[C:33]2Cl>>[CH2:14]([C:15]1[C:27]2[C:22](=[CH:23][CH:24]=[CH:25][CH:26]=2)[N:21]=[CH:20][CH:19]=1)[C:8]1[CH:9]=[CH:10][C:11]([O:12][CH3:13])=[C:6]([O:5][CH3:4])[CH:7]=1.[CH3:28][O:29][C:30]1[CH:31]=[C:32]2[C:37](=[CH:38][C:39]=1[O:40][CH3:41])[N:36]=[CH:35][CH:34]=[C:33]2[CH2:14][C:8]1[CH:9]=[CH:10][C:11]([O:12][CH3:13])=[C:6]([O:5][CH3:4])[CH:7]=1 |f:0.1|. Procedure details: The process of this invention utilizing sodium amide in liquid ammonia is effective in promoting the condensation of 3,4-dimethoxyphenylacetonitrile with 4-chloroquinoline and 6,7-dimethoxy-4-chloroquinoline to furnish 4-veratrylquinoline and 6,7-dimethoxy-4-veratrylquinoline, respectively, after hydrolysis. The process of U.S. Pat. No. 2,568,778 issued Sept. 25, 1951, utilizing sodium amide in benzene is ineffective in promoting these condensations. The reactants are BrC1=CC=C(C=C1)O (4-bromophenol), Cl.CN(C)CCCl (2-(N, N-dimethylamino)ethyl chloride, hydrochloride), [I-].[Na+] (sodium iodide), C([O-])([O-])=O.[Cs+].[Cs+] (cesium carbonate). Solvent: C(C)C(=O)C (methyl ethyl ketone). Yields the product CN(C)CCOC1=CC=C(C=C1)Br (N,N-Dimethyl-2-(4-bromophenoxy)ethylamine). Yield: 73.6%. Reaction SMILES: [Br:1][C:2]1[CH:7]=[CH:6][C:5]([OH:8])=[CH:4][CH:3]=1.Cl.[CH3:10][N:11]([CH2:13][CH2:14]Cl)[CH3:12].[I-].[Na+].C(=O)([O-])[O-].[Cs+].[Cs+]>C(C(C)=O)C>[CH3:10][N:11]([CH2:13][CH2:14][O:8][C:5]1[CH:6]=[CH:7][C:2]([Br:1])=[CH:3][CH:4]=1)[CH3:12] |f:1.2,3.4,5.6.7|. Procedure: A mixture of 4-bromophenol (5.0 g, 28.9 mmol), 2-(N, N-dimethylamino)ethyl chloride, hydrochloride (6.24 g, 43.4 mmol), sodium iodide (600 mg, 4 mmol), cesium carbonate (28 g, 86.7 mmol) and methyl ethyl ketone (120 ml) was heated to reflux for 4 h. After cooling to r.t., the mixture was filtered and washed with acetone. The combined filtrates were concentrated in vacuo, and the residue was chromatographed on silica gel (dichloromethane/methanol 95:5 to 90:10) to give a pale yellow liquid. Bulb-...